This data is from the Open Reaction Database (ORD), a public repository of structured organic reaction records. The task is: describe an organic reaction: reactants, conditions, products, and yield Reactants: C1(CC1)N1N=CC(=C1)C=1C(=C2CC[C@@H](N(C2=CC1)C(C)=O)C)OC1=NC=C2N(C=NC2=N1)C1OCCCC1 (1-((S)-6-(1-cyclopropyl-1H-pyrazol-4-yl)-2-methyl-5-(7-(tetrahydro-2H-pyran-2-yl)-7H-purin-2-yloxy)-3,4-dihydroquinolin-1(2H)-yl)ethanone), Cl (HCl), C([O-])([O-])=O.[Na+].[Na+] (sodium carbonate). The solvent is CO (methanol). Conditions: temperature 40 celsius, time 8 hour. Product: N1=C(N=C2N=CNC2=C1)OC1=C2CC[C@@H](N(C2=CC=C1C=1C=NN(C1)C1CC1)C(C)=O)C ((S)-1-(5-(7H-purin-2-yloxy)-6-(1-cyclopropyl-1H-pyrazol-4-yl)-2-methyl-3,4-dihydroquinolin-1(2H)-yl)ethanone). RXN SMILES: [CH:1]1([N:4]2[CH:8]=[C:7]([C:9]3[C:10]([O:23][C:24]4[N:32]=[C:31]5[C:27]([N:28](C6CCCCO6)[CH:29]=[N:30]5)=[CH:26][N:25]=4)=[C:11]4[C:16](=[CH:17][CH:18]=3)[N:15]([C:19](=[O:21])[CH3:20])[C@@H:14]([CH3:22])[CH2:13][CH2:12]4)[CH:6]=[N:5]2)[CH2:3][CH2:2]1.Cl.C(=O)([O-])[O-].[Na+].[Na+]>CO>[N:25]1[CH:26]=[C:27]2[C:31]([N:30]=[CH:29][NH:28]2)=[N:32][C:24]=1[O:23][C:10]1[C:9]([C:7]2[CH:6]=[N:5][N:4]([CH:1]3[CH2:3][CH2:2]3)[CH:8]=2)=[CH:18][CH:17]=[C:16]2[C:11]=1[CH2:12][CH2:13][C@H:14]([CH3:22])[N:15]2[C:19](=[O:21])[CH3:20] |f:2.3.4|. Procedure: A 100-mL, round-bottom flask was charged with 1-((S)-6-(1-cyclopropyl-1H-pyrazol-4-yl)-2-methyl-5-(7-(tetrahydro-2H-pyran-2-yl)-7H-purin-2-yloxy)-3,4-dihydroquinolin-1(2H)-yl)ethanone (0.150 g, 0.29 mmol), HCl (6 M aqueous solution, 3 mL) and methanol (20 mL). The resulting solution stirred overnight at 40° C. After cooling to room temperature, the pH of the reaction mixture was adjusted to 7-8 with saturated aqueous sodium carbonate solution. The resulting mixture was concentrated to remove the... Starting materials: [BH4-].[Na+] (sodium borohydride), FC1=CC=C(C=C1)N1CCN(CC1)CCCC1S(C2=C(C(C1)=O)C=CC=C2)(=O)=O (2-[3-[4-(4-fluorophenyl)piperazin-1-yl]propyl]-3,4-dihydro-2H-1-benzothiopyran-4-one 1,1-dioxide), O (water). The solvent is CO (methanol). Product: FC1=CC=C(C=C1)N1CCN(CC1)CCCC1S(C2=C(C(C1)O)C=CC=C2)(=O)=O (2-[3-[4-(4-fluorophenyl)piperazin-1-yl]propyl]-4-hydroxy-3,4-dihydro-2H-1-benzothiopyran 1,1-dioxide). Isolated yield 61.1%. RXN SMILES: [BH4-].[Na+].[F:3][C:4]1[CH:9]=[CH:8][C:7]([N:10]2[CH2:15][CH2:14][N:13]([CH2:16][CH2:17][CH2:18][CH:19]3[CH2:24][C:23](=[O:25])[C:22]4[CH:26]=[CH:27][CH:28]=[CH:29][C:21]=4[S:20]3(=[O:31])=[O:30])[CH2:12][CH2:11]2)=[CH:6][CH:5]=1.O>CO>[F:3][C:4]1[CH:9]=[CH:8][C:7]([N:10]2[CH2:11][CH2:12][N:13]([CH2:16][CH2:17][CH2:18][CH:19]3[CH2:24][CH:23]([OH:25])[C:22]4[CH:26]=[CH:27][CH:28]=[CH:29][C:21]=4[S:20]3(=[O:30])=[O:31])[CH2:14][CH2:15]2)=[CH:6][CH:5]=1 |f:0.1|. Procedure: 340 mg (9 mmol) of sodium borohydride was added to a suspension of 375 mg (0.9 mmol) of the Compound 19 in 15 ml of methanol while stirring under cooling with ice. After stirring for two hours at room temperature, 15 ml of water was added and the mixture was stirred for one hour at room temperature and concentrated under vacuum. Ethyl acetate was added to the residue and the organic layer was washed with water and saturated brine, dried over anhydrous sodium sulfate, and concentrated under vacuu... The reactants are CON=C(C(=O)O)c1cc2sccc2s1, CN(C)C=O, CC#N, O=C(Cl)C(=O)Cl. Yields the product CON=C(C(=O)Cl)c1cc2sccc2s1. Reaction SMILES: [CH3:1][O:2][N:3]=[C:4]([C:5](=[O:6])[OH:7])[c:8]1[cH:9][c:10]2[c:11]([s:12]1)[cH:13][cH:14][s:15]2.[CH3:22][N:23]([CH3:24])[CH:25]=[O:26].[CH3:27][C:28]#[N:29].[Cl:16][C:17]([C:18]([Cl:19])=[O:20])=[O:21]>>[CH3:1][O:2][N:3]=[C:4]([C:5](=[O:6])[Cl:16])[c:8]1[cH:9][c:10]2[c:11]([s:12]1)[cH:13][cH:14][s:15]2. Starting materials: Nc1ccc(N2CCN(C(=O)c3ccccc3C(F)(F)F)CC2)nn1, O=C(O)CCCCC1CCSS1. Yields the product O=C(CCCCC1CCSS1)Nc1ccc(N2CCN(C(=O)c3ccccc3C(F)(F)F)CC2)nn1. As a reaction SMILES: [NH2:13][c:14]1[cH:15][cH:16][c:17]([N:20]2[CH2:21][CH2:22][N:23]([C:26](=[O:27])[c:28]3[c:29]([C:34]([F:35])([F:36])[F:37])[cH:30][cH:31][cH:32][cH:33]3)[CH2:24][CH2:25]2)[n:18][n:19]1.[OH:1][C:2](=[O:3])[CH2:4][CH2:5][CH2:6][CH2:7][CH:8]1[CH2:9][CH2:10][S:11][S:12]1>>[C:2](=[O:3])([CH2:4][CH2:5][CH2:6][CH2:7][CH:8]1[CH2:9][CH2:10][S:11][S:12]1)[NH:13][c:14]1[cH:15][cH:16][c:17]([N:20]2[CH2:21][CH2:22][N:23]([C:26](=[O:27])[c:28]3[c:29]([C:34]([F:35])([F:36])[F:37])[cH:30][cH:31][cH:32][cH:33]3)[CH2:24][CH2:25]2)[n:18][n:19]1. Reactants: OC1=CC=C(C=O)C=C1 (4-hydroxybenzaldehyde), N1CCCCC1 (piperidine), C(C)(=O)O[BH-](OC(C)=O)OC(C)=O.[Na+] (sodium triacetoxyborohydride), C([O-])(O)=O.[Na+] (sodium bicarbonate). The solvent is ClCCCl (DCE), C(C)(=O)O (acetic acid). Reaction conditions: time 16 hour. Yields the product N1(CCCCC1)CC1=CC=C(C=C1)O (4-Piperidin-1-ylmethyl-phenol). RXN SMILES: [OH:1][C:2]1[CH:9]=[CH:8][C:5]([CH:6]=O)=[CH:4][CH:3]=1.[NH:10]1[CH2:15][CH2:14][CH2:13][CH2:12][CH2:11]1.C(O[BH-](OC(=O)C)OC(=O)C)(=O)C.[Na+].C(=O)(O)[O-].[Na+]>ClCCCl.C(O)(=O)C>[N:10]1([CH2:6][C:5]2[CH:8]=[CH:9][C:2]([OH:1])=[CH:3][CH:4]=2)[CH2:15][CH2:14][CH2:13][CH2:12][CH2:11]1 |f:2.3,4.5|. Procedure: A solution of 4-hydroxybenzaldehyde (10 g), piperidine (8.9 mL), and acetic acid (4.7 mL) in DCE (200 mL) was treated with sodium triacetoxyborohydride (24 g). After 16 h, the resulting mixture was treated with saturated aqueous sodium bicarbonate (100 mL) and extracted with DCM (5×100 mL). The combined organic phases were dried (magnesium sulfate) and evaporated. Trituration of the residue with ethyl acetate gave the title compound as a white crystalline solid (5.5 g). Reactants: CCN(C(C)C)C(C)C, O=C(Cl)c1ccc(Cl)nc1Cl, ClCCl, NC1CCOCC1. Yields the product O=C(NC1CCOCC1)c1ccc(Cl)nc1Cl. RXN SMILES: [CH2:19]([N:20]([CH:21]([CH3:22])[CH3:23])[CH:24]([CH3:25])[CH3:26])[CH3:27].[Cl:1][c:2]1[c:3]([C:4](=[O:5])[Cl:6])[cH:7][cH:8][c:9]([Cl:11])[n:10]1.[Cl:28][CH2:29][Cl:30].[NH2:12][CH:13]1[CH2:14][CH2:15][O:16][CH2:17][CH2:18]1>>[Cl:1][c:2]1[c:3]([C:4](=[O:5])[NH:12][CH:13]2[CH2:14][CH2:15][O:16][CH2:17][CH2:18]2)[cH:7][cH:8][c:9]([Cl:11])[n:10]1. Starting materials: C(C)OC(=O)C12C(C3=CC(=CC=C3N(C1=O)CC1=CC=C(C=C1)OC)Cl)(C2)C (6-chloro-3-(4-methoxy-benzyl)-7b-methyl-2-oxo-1,2,3,7b-tetrahydro-3-aza-cyclo-propa[a]naphthalene-1a-carboxylic acid ethyl ester), O=[N+]([O-])[O-].[O-][N+]([O-])=O.[O-][N+]([O-])=O.[O-][N+]([O-])=O.[O-][N+]([O-])=O.[O-][N+]([O-])=O.[Ce+4].[NH4+].[NH4+] (CAN). The solvent is C(C)#N.O (acetonitrile H2O). Conditions: time 12 hour. Yields the product C(C)OC(=O)C12C(C3=CC(=CC=C3NC1=O)Cl)(C2)C (6-chloro-7b-methyl-2-oxo-1,2,3,7b-tetrahydro-3-aza-cyclopropa[a]naphthalene-1a-carboxylic acid ethyl ester). Yield: 85.8%. As a reaction SMILES: [CH2:1]([O:3][C:4]([C:6]12[CH2:27][C:7]1([CH3:28])[C:8]1[C:13]([N:14](CC3C=CC(OC)=CC=3)[C:15]2=[O:16])=[CH:12][CH:11]=[C:10]([Cl:26])[CH:9]=1)=[O:5])[CH3:2].O=[N+]([O-])[O-].[O-][N+](=O)[O-].[O-][N+](=O)[O-].[O-][N+](=O)[O-].[O-][N+](=O)[O-].[O-][N+](=O)[O-].[Ce+4].[NH4+].[NH4+]>C(#N)C.O>[CH2:1]([O:3][C:4]([C:6]12[CH2:27][C:7]1([CH3:28])[C:8]1[C:13]([NH:14][C:15]2=[O:16])=[CH:12][CH:11]=[C:10]([Cl:26])[CH:9]=1)=[O:5])[CH3:2] |f:1.2.3.4.5.6.7.8.9,10.11|. Procedure details: A solution of 4 (20.0 mg, 0.050 mmol) in acetonitrile/H2O (9:1, 0.300 mL) was cooled to 0° C. in an ice-water bath and treated with CAN (82.0 mg, 0.150 mmol). The reaction mixture was stirred at ambient temperature for 12 h and quenched with Na2S2O5 to remove anisaldehyde. The resulting suspension was diluted with H2O, extracted with CH2Cl2, dried (Na2SO4), filtered, and concentrated in vacuo. Chromatography afforded 5 (12.0 mg, 86%) as a white solid. 1H NMR (CDCl3, 400 MHz) δ 8.55 (br s, 1H), 7... Reactants: BrC1=C(C=CC=C1)S(=O)(=O)C1(CCCC1)C#N (1-(2-bromophenylsulfonyl)cyclopentanecarbonitrile), C(=O)([O-])[O-].[K+].[K+] (K2CO3), CS(=O)C (DMSO), OO (H2O2). The solvent is O (water). Reaction conditions: time 30 minute. Product: BrC1=C(C=CC=C1)S(=O)(=O)C1(CCCC1)C(=O)N (1-(2-Bromophenylsulfonyl)cyclopentanecarboxamide). Yield: 88.5%. Reaction SMILES: OO.[Br:3][C:4]1[CH:9]=[CH:8][CH:7]=[CH:6][C:5]=1[S:10]([C:13]1([C:18]#[N:19])[CH2:17][CH2:16][CH2:15][CH2:14]1)(=[O:12])=[O:11].C([O-])([O-])=[O:21].[K+].[K+].CS(C)=O>O>[Br:3][C:4]1[CH:9]=[CH:8][CH:7]=[CH:6][C:5]=1[S:10]([C:13]1([C:18]([NH2:19])=[O:21])[CH2:17][CH2:16][CH2:15][CH2:14]1)(=[O:12])=[O:11] |f:2.3.4|. Procedure: A 30% H2O2 solution (1.6 mL) was added drop-wise at rt to a mixture of 1-(2-bromophenylsulfonyl)cyclopentanecarbonitrile (1.6 g, 5.1 mmol), K2CO3 (2.1 g, 15 mmol), and DMSO (5 mL). The mixture was stirred for 30 min before diluting with water (40 mL) and isolating the precipitate via vacuum filtration. The precipitate was washed with water and air-dried to give the title compound (1.5 g, 89%). MS (ESI): mass calcd. for C12H19NO3S, 330.99; m/z found, 331.9 [M+H]+. 1H NMR (400 MHz, DMSO-d6) δ 7.99...